This data is from the Open Reaction Database (ORD), a public repository of structured organic reaction records. The task is: describe an organic reaction: reactants, conditions, products, and yield The product is CCCCCN1C(=O)C(CCC(=O)[O-])(NC(=O)C2Cc3ccccc3CN2C=O)c2ccccc21, [Na+]. The reactants are CCO, CCCCCN1C(=O)C(CCC(=O)OCC)(NC(=O)C2Cc3ccccc3CN2C=O)c2ccccc21, [Na+], [OH-]. As a reaction SMILES: [CH3:40][CH2:41][OH:42].[CH:3](=[O:4])[N:5]1[CH2:6][c:7]2[cH:8][cH:9][cH:10][cH:11][c:12]2[CH2:13][CH:14]1[C:15](=[O:16])[NH:17][C:18]1([CH2:33][CH2:34][C:35](=[O:36])[O:37][CH2:38][CH3:39])[C:19](=[O:32])[N:20]([CH2:27][CH2:28][CH2:29][CH2:30][CH3:31])[c:21]2[cH:22][cH:23][cH:24][cH:25][c:26]21.[Na+:2].[OH-:1]>>[CH:3](=[O:4])[N:5]1[CH2:6][c:7]2[cH:8][cH:9][cH:10][cH:11][c:12]2[CH2:13][CH:14]1[C:15](=[O:16])[NH:17][C:18]1([CH2:33][CH2:34][C:35](=[O:36])[O-:37])[C:19](=[O:32])[N:20]([CH2:27][CH2:28][CH2:29][CH2:30][CH3:31])[c:21]2[cH:22][cH:23][cH:24][cH:25][c:26]21.[Na+:2].